Dataset: the Open Reaction Database (ORD), a public repository of structured organic reaction records. Task: describe an organic reaction: reactants, conditions, products, and yield The reactants are ClC1=CC(=CC=C1)C(=O)OO (metachloroperbenzoic acid), C1(CCCCC1)C1=CC=C(COC2=C(C=CC=C2)CCC(CCCCC(=O)OC)SC2=CC=C(C(=O)OC)C=C2)C=C1 (methyl 4-{[1-(2-{2-[(4-cyclohexylbenzyl)oxy]phenyl}-ethyl)-6-methoxy-6-oxohexyl]sulfanyl}benzoate). The solvent is C(Cl)Cl (CH2Cl2). Conditions: temperature 0 celsius, time 30 minute. Yields the product C1(CCCCC1)C1=CC=C(COC2=C(C=CC=C2)CCC(CCCCC(=O)OC)S(=O)C2=CC=C(C(=O)OC)C=C2)C=C1 (Methyl 4-{[1-(2-{2-[(4-cyclohexylbenzyl)oxy]phenyl}ethyl)-6-methoxy-6-oxo-hexyl]sulfinyl}benzoate). Reaction SMILES: ClC1C=CC=C(C(OO)=[O:9])C=1.[CH:12]1([C:18]2[CH:53]=[CH:52][C:21]([CH2:22][O:23][C:24]3[CH:29]=[CH:28][CH:27]=[CH:26][C:25]=3[CH2:30][CH2:31][CH:32]([S:41][C:42]3[CH:51]=[CH:50][C:45]([C:46]([O:48][CH3:49])=[O:47])=[CH:44][CH:43]=3)[CH2:33][CH2:34][CH2:35][CH2:36][C:37]([O:39][CH3:40])=[O:38])=[CH:20][CH:19]=2)[CH2:17][CH2:16][CH2:15][CH2:14][CH2:13]1>C(Cl)Cl>[CH:12]1([C:18]2[CH:53]=[CH:52][C:21]([CH2:22][O:23][C:24]3[CH:29]=[CH:28][CH:27]=[CH:26][C:25]=3[CH2:30][CH2:31][CH:32]([S:41]([C:42]3[CH:51]=[CH:50][C:45]([C:46]([O:48][CH3:49])=[O:47])=[CH:44][CH:43]=3)=[O:9])[CH2:33][CH2:34][CH2:35][CH2:36][C:37]([O:39][CH3:40])=[O:38])=[CH:20][CH:19]=2)[CH2:13][CH2:14][CH2:15][CH2:16][CH2:17]1. Procedure: At 0° C., 47 mg (0.19 mmol) of metachloroperbenzoic acid were added to a solution of 113 mg (0.19 mmol) of methyl 4-{[1-(2-{2-[(4-cyclohexylbenzyl)oxy]phenyl}-ethyl)-6-methoxy-6-oxohexyl]sulfanyl}benzoate 187 in 25 ml of CH2Cl2. The mixture was stirred at 0° C. for 30 min, and the cooling bath was then removed and stirring, was continued at room temperature for 16 h. After the reaction had ended, the mixture was washed successively with saturated Na2SO3 solution, saturated Na2CO3 solution, satur... Starting materials: BrC=1C(=NC=C(C(=O)NC2=CC=C(C=C2)OC(F)(F)F)C1)N1CC(CC1)O (5-bromo-6-(3-hydroxypyrrolidin-1-yl)-N-(4-(trifluoromethoxy)phenyl)nicotinamide), N1=CC(=CC=C1)B(O)O (pyridin-3-ylboronic acid). Product: OC1CN(CC1)C1=NC=C(C=C1C=1C=NC=CC1)C(=O)NC1=CC=C(C=C1)OC(F)(F)F (2-(3-Hydroxypyrrolidin-1-yl)-N-(4-(trifluoromethoxy)phenyl)-[3,3′-bipyridine]-5-carboxamide). As a reaction SMILES: Br[C:2]1[C:3]([N:22]2[CH2:26][CH2:25][CH:24]([OH:27])[CH2:23]2)=[N:4][CH:5]=[C:6]([CH:21]=1)[C:7]([NH:9][C:10]1[CH:15]=[CH:14][C:13]([O:16][C:17]([F:20])([F:19])[F:18])=[CH:12][CH:11]=1)=[O:8].[N:28]1[CH:33]=[CH:32][CH:31]=[C:30](B(O)O)[CH:29]=1>>[OH:27][CH:24]1[CH2:25][CH2:26][N:22]([C:3]2[C:2]([C:30]3[CH:29]=[N:28][CH:33]=[CH:32][CH:31]=3)=[CH:21][C:6]([C:7]([NH:9][C:10]3[CH:15]=[CH:14][C:13]([O:16][C:17]([F:20])([F:19])[F:18])=[CH:12][CH:11]=3)=[O:8])=[CH:5][N:4]=2)[CH2:23]1. Reported procedure: The title compound was prepared in an analogous fashion to that described in Example 28 using 5-bromo-6-(3-hydroxypyrrolidin-1-yl)-N-(4-(trifluoromethoxy)phenyl)nicotinamide (Stage 12.1) and pyridin-3-ylboronic acid to afford a white solid. UPLC-MS (condition 1) tR=1.78 min, m/z=445.0 [M+H]+, m/z=443.1 [M−H]−; 1H-NMR (400 MHz, DMSO-d6) δ ppm 1.67-1.78 (m, 1H) 1.78-1.90 (m, 1H) 2.88 (d, J=11.25 Hz, 1H) 3.13-3.28 (m, 2H) 3.35-3.45 (m, 1H) 4.20 (br. s, 1H) 4.85 (d, J=3.42 Hz, 1H) 7.35 (d, J=8.80 Hz... Reactants: O=Cc1ccc(-c2nc3ncccn3c2Br)cc1, CCCC[Sn](CCCC)(CCCC)c1nccs1, C1COCCO1, O. The product is O=Cc1ccc(-c2nc3ncccn3c2-c2nccs2)cc1. Reaction SMILES: [Br:1][c:2]1[c:3](-[c:11]2[cH:12][cH:13][c:14]([CH:15]=[O:16])[cH:17][cH:18]2)[n:4][c:5]2[n:6]1[cH:7][cH:8][cH:9][n:10]2.[CH2:19]([Sn:20]([CH2:21][CH2:22][CH2:23][CH3:29])([c:24]1[s:25][cH:26][cH:27][n:28]1)[CH2:30][CH2:31][CH2:32][CH3:33])[CH2:34][CH2:35][CH3:36].[CH2:38]1[O:39][CH2:40][CH2:41][O:42][CH2:43]1.[OH2:37]>>[c:2]1(-[c:24]2[s:25][cH:26][cH:27][n:28]2)[c:3](-[c:11]2[cH:12][cH:13][c:14]([CH:15]=[O:16])[cH:17][cH:18]2)[n:4][c:5]2[n:6]1[cH:7][cH:8][cH:9][n:10]2. Reactants: CCOC(C)=O, CCCCCC, CCCC=Cc1c(C(C)C)nc(C(C)C)c(C(=O)OCC)c1-c1ccc(Cl)cc1. The product is CCCC=Cc1c(C(C)C)nc(C(C)C)c(CO)c1-c1ccc(Cl)cc1. As a reaction SMILES: [C:36]([O:37][CH2:38][CH3:39])(=[O:40])[CH3:41].[CH3:30][CH2:31][CH2:32][CH2:33][CH2:34][CH3:35].[CH:1]([CH3:2])([CH3:3])[c:4]1[n:5][c:6]([CH:27]([CH3:28])[CH3:29])[c:7]([CH:22]=[CH:23][CH2:24][CH2:25][CH3:26])[c:8](-[c:15]2[cH:16][cH:17][c:18]([Cl:21])[cH:19][cH:20]2)[c:9]1[C:10](=[O:11])[O:12][CH2:13][CH3:14]>>[CH:1]([CH3:2])([CH3:3])[c:4]1[n:5][c:6]([CH:27]([CH3:28])[CH3:29])[c:7]([CH:22]=[CH:23][CH2:24][CH2:25][CH3:26])[c:8](-[c:15]2[cH:16][cH:17][c:18]([Cl:21])[cH:19][cH:20]2)[c:9]1[CH2:10][OH:11]. Starting materials: ClC1(OC(CC1SC1=CC=CC=C1)=O)C(=O)OC(C1=CC=CC=C1)C1=CC=CC=C1 (diphenylmethyl 2-chloro-3-phenylthio-5-oxo-2-tetrahydrofuran carboxylate), ClC1=CC(=CC=C1)C(=O)OO (3-chloroperbenzoic acid). Solvent: ClCCl (dichloromethane). Run at time 30 minute. The product is ClC1(OC(C=C1)=O)C(=O)OC(C1=CC=CC=C1)C1=CC=CC=C1 (diphenylmethyl 2-chloro-5-oxo-2,5-dihydro-2-furancarboxylate). Yield: 66.8%. As a reaction SMILES: [Cl:1][C:2]1([C:15]([O:17][CH:18]([C:25]2[CH:30]=[CH:29][CH:28]=[CH:27][CH:26]=2)[C:19]2[CH:24]=[CH:23][CH:22]=[CH:21][CH:20]=2)=[O:16])[CH:6](SC2C=CC=CC=2)[CH2:5][C:4](=[O:14])[O:3]1.ClC1C=CC=C(C(OO)=O)C=1>ClCCl>[Cl:1][C:2]1([C:15]([O:17][CH:18]([C:25]2[CH:30]=[CH:29][CH:28]=[CH:27][CH:26]=2)[C:19]2[CH:20]=[CH:21][CH:22]=[CH:23][CH:24]=2)=[O:16])[CH:6]=[CH:5][C:4](=[O:14])[O:3]1. Procedure: In 10 ml of dichloromethane was dissolved 0.30 g of the Compound (48) obtained in Example 48. To the solution was added 150 mg of 3-chloroperbenzoic acid. The mixture was stirred at room temperature for 30 minutes. The reaction solution was washed with an aqueous solution of sodium hydrogen carbonate and water, successively. The resultant was dried (Na2SO4), and the solvent was evaporated off. The residue was dissoved in 6 ml of toluene, and the solution was heated at 60° C. for 30 minutes, then... Reactants: C1(=CC=CC=C1)[C@@H](C)N1C(C2(CCC2)C(C1)=NO)=O (6-[1-(R)-phenylethyl]-8-hydroxyimino-5-oxo-6-azaspiro[3.4]octane). Reagents/catalysts: [Ni] (Raney nickel). Solvent: CO (methanol). Conditions: time 14.5 hour. Yields the product NC1CN(C(C12CCC2)=O)[C@H](C)C2=CC=CC=C2 (8-amino-5-oxo-6-[1-(R)-phenylethyl]-6-azaspiro[3.4]octane). RXN SMILES: [C:1]1([C@H:7]([N:9]2[CH2:16][C:15](=[N:17]O)[C:11]3([CH2:14][CH2:13][CH2:12]3)[C:10]2=[O:19])[CH3:8])[CH:6]=[CH:5][CH:4]=[CH:3][CH:2]=1>CO.[Ni]>[NH2:17][CH:15]1[C:11]2([CH2:14][CH2:13][CH2:12]2)[C:10](=[O:19])[N:9]([C@@H:7]([C:1]2[CH:2]=[CH:3][CH:4]=[CH:5][CH:6]=2)[CH3:8])[CH2:16]1. Procedure: To a solution of 8.75 g of 6-[1-(R)-phenylethyl]-8-hydroxyimino-5-oxo-6-azaspiro[3.4]octane in 300 ml of methanol there was added 26 ml of Raney nickel, and reduction was carried out under a hydrogen atmosphere at room temperature for 14.5 hr. The catalyst was removed by filtration and the solvent was removed under reduced pressure. By the same procedure, 1.65 g of 6-[1-(R)-phenylethyl]-8-hydroxyimino-5-oxo-6-azaspiro-[3.4]octane was reduced using 5 ml of Raney nickel. The crude products were co... The reactants are C#CC(C)(C)C, CCC=O. The product is CCC(O)C=CC(C)(C)C. Reaction SMILES: [CH3:1][C:2]([C:3]#[CH:4])([CH3:5])[CH3:6].[CH:7]([CH2:8][CH3:9])=[O:10]>>[CH3:1][C:2]([CH:3]=[CH:4][CH:7]([CH2:8][CH3:9])[OH:10])([CH3:5])[CH3:6]. Starting materials: CC(c1ccc(Br)cc1)N1CCC(CCO)(c2ccc(F)cc2)OC1=O, Cc1cc(B(O)O)ccn1. Yields the product Cc1cc(-c2ccc(C(C)N3CCC(CCO)(c4ccc(F)cc4)OC3=O)cc2)ccn1. As a reaction SMILES: [Br:1][c:2]1[cH:3][cH:4][c:5]([CH:8]([CH3:9])[N:10]2[C:11](=[O:26])[O:12][C:13]([CH2:16][CH2:17][OH:18])([c:19]3[cH:20][cH:21][c:22]([F:25])[cH:23][cH:24]3)[CH2:14][CH2:15]2)[cH:6][cH:7]1.[CH3:27][c:28]1[n:29][cH:30][cH:31][c:32]([B:34]([OH:35])[OH:36])[cH:33]1>>[c:2]1(-[c:32]2[cH:31][cH:30][n:29][c:28]([CH3:27])[cH:33]2)[cH:3][cH:4][c:5]([CH:8]([CH3:9])[N:10]2[C:11](=[O:26])[O:12][C:13]([CH2:16][CH2:17][OH:18])([c:19]3[cH:20][cH:21][c:22]([F:25])[cH:23][cH:24]3)[CH2:14][CH2:15]2)[cH:6][cH:7]1. Starting materials: CN(C)C=O, CC(C)(C)C(=O)Nc1ccc(-c2cc(=O)c3c(NCCCCl)c(F)cc(F)c3o2)cc1F, [N-]=[N+]=[N-], [Na+], O. Product: CC(C)(C)C(=O)Nc1ccc(-c2cc(=O)c3c(NCCCN=[N+]=[N-])c(F)cc(F)c3o2)cc1F. Reaction SMILES: [CH3:38][N:39]([CH3:40])[CH:41]=[O:42].[Cl:1][CH2:2][CH2:3][CH2:4][NH:5][c:6]1[c:7]([F:32])[cH:8][c:9]([F:31])[c:10]2[c:11]1[c:12](=[O:30])[cH:13][c:14](-[c:16]1[cH:17][c:18]([F:29])[c:19]([NH:22][C:23]([C:24]([CH3:25])([CH3:26])[CH3:27])=[O:28])[cH:20][cH:21]1)[o:15]2.[N-:34]=[N+:35]=[N-:36].[Na+:33].[OH2:37]>>[CH2:2]([CH2:3][CH2:4][NH:5][c:6]1[c:7]([F:32])[cH:8][c:9]([F:31])[c:10]2[c:11]1[c:12](=[O:30])[cH:13][c:14](-[c:16]1[cH:17][c:18]([F:29])[c:19]([NH:22][C:23]([C:24]([CH3:25])([CH3:26])[CH3:27])=[O:28])[cH:20][cH:21]1)[o:15]2)[N:34]=[N+:35]=[N-:36].